This data is from the Open Reaction Database (ORD), a public repository of structured organic reaction records. The task is: describe an organic reaction: reactants, conditions, products, and yield As a reaction SMILES: [CH:14]([OH:15])=[O:16].[Cl:1][CH2:2][CH2:3][CH2:4][S:5][c:6]1[n:7][cH:8][cH:9][cH:10][cH:11]1.[OH2:17].[OH:12][OH:13]>>[Cl:1][CH2:2][CH2:3][CH2:4][S:5]([c:6]1[n:7][cH:8][cH:9][cH:10][cH:11]1)=[O:12]. Reactants: O=CO, ClCCCSc1ccccn1, O, OO. Product: O=S(CCCCl)c1ccccn1. The reactants are O1CCOCC1 (dioxane), ClC1=NC=NC2=CC(=C(C=C12)OC)OC (4-chloro-6,7-dimethoxyquinazoline), NC=1SC2=C(N1)C=CC(=C2)NC(=O)NC2=CC(=C(C=C2)Cl)C(F)(F)F (1-(2-aminobenzothiazol-6-yl)-3-(4-chloro-3-trifluoromethylphenyl)urea), NC=1SC2=C(N1)C=CC(=C2)NC(=O)NC2=CC(=C(C=C2)Cl)C(F)(F)F (1-(2-aminobenzothiazol-6-yl)-3-(4-chloro-3-trifluoromethylphenyl)urea). The solvent is CN(C=O)C (Dimethylformamide). Product: ClC1=C(C=C(C=C1)NC(=O)NC1=CC2=C(N=C(S2)NC2=NC=NC3=CC(=C(C=C23)OC)OC)C=C1)C(F)(F)F (1-(4-Chloro-3-trifluoromethylphenyl)-3-[2-(6,7-dimethoxyquinazolin-4-ylamino)benzothiazol-6-yl]urea), solid. Isolated yield 36.9%. As a reaction SMILES: Cl[C:2]1[C:11]2[C:6](=[CH:7][C:8]([O:14][CH3:15])=[C:9]([O:12][CH3:13])[CH:10]=2)[N:5]=[CH:4][N:3]=1.[NH2:16][C:17]1[S:18][C:19]2[CH:25]=[C:24]([NH:26][C:27]([NH:29][C:30]3[CH:35]=[CH:34][C:33]([Cl:36])=[C:32]([C:37]([F:40])([F:39])[F:38])[CH:31]=3)=[O:28])[CH:23]=[CH:22][C:20]=2[N:21]=1.O1CCOCC1>CN(C)C=O>[Cl:36][C:33]1[CH:34]=[CH:35][C:30]([NH:29][C:27]([NH:26][C:24]2[CH:23]=[CH:22][C:20]3[N:21]=[C:17]([NH:16][C:2]4[C:11]5[C:6](=[CH:7][C:8]([O:14][CH3:15])=[C:9]([O:12][CH3:13])[CH:10]=5)[N:5]=[CH:4][N:3]=4)[S:18][C:19]=3[CH:25]=2)=[O:28])=[CH:31][C:32]=1[C:37]([F:39])([F:38])[F:40]. Procedure details: 1-(4-Chloro-3-trifluoromethylphenyl)-3-[2-(6,7-dimethoxyquinazolin-4-ylamino)benzothiazol-6-yl]urea was prepared from 4-chloro-6,7-dimethoxyquinazoline (Fluorochem, 29 mg, 0.13 mmol) and 1-(2-aminobenzothiazol-6-yl)-3-(4-chloro-3-trifluoromethylphenyl)urea (Intermediate 3, 50 mg, 0.13 mmol) according to GP 1. Dimethylformamide was used as a solvent instead of dioxane. After removal of the solvent in vacuo, the residue was subjected to silica gel chromatography applying a dichloromethane-methanol... The reactants are CC1CCNCC1 (4-methylpiperidine), CC1=CC2=C(N3C4=C(C(N2)=O)C=CC=C4CC3)C=C1 (9-methyl-1,2dihydrobenzo[b]pyrrolo[3,2,1-jk][1,4]benzodiazepin-6-one). The reagents and catalysts are [Ti](Cl)(Cl)(Cl)Cl (titanium tetrachloride). Run in C1(=CC=CC=C1)C (toluene). Conditions: time 15 minute. The product is CC1=CC2=C(N3C4=C(C(=N2)N2CCC(CC2)C)C=CC=C4CC3)C=C1 (9-Methyl-6-(4-methyl-1-piperidinyl)-1,2-dihydrobenzo[b]pyrrolo[3,2,1-jk][1,4]benzodiazepine). Reaction SMILES: [CH3:1][C:2]1[CH:19]=[CH:18][C:5]2[N:6]3[CH2:17][CH2:16][C:15]4[C:7]3=[C:8]([CH:12]=[CH:13][CH:14]=4)[C:9](=O)[NH:10][C:4]=2[CH:3]=1.[CH3:20][CH:21]1[CH2:26][CH2:25][NH:24][CH2:23][CH2:22]1>[Ti](Cl)(Cl)(Cl)Cl.C1(C)C=CC=CC=1>[CH3:1][C:2]1[CH:19]=[CH:18][C:5]2[N:6]3[CH2:17][CH2:16][C:15]4[C:7]3=[C:8]([CH:12]=[CH:13][CH:14]=4)[C:9]([N:24]3[CH2:25][CH2:26][CH:21]([CH3:20])[CH2:22][CH2:23]3)=[N:10][C:4]=2[CH:3]=1. Procedure details: A stirred mixture of 6.26 g (0.025 mole) of 9-methyl-1,2dihydrobenzo[b]pyrrolo[3,2,1-jk][1,4]benzodiazepin-6-one and 1000 ml of toluene was heated under nitrogen until a solution resulted. Then there was added 24.8 g (0.250 mole) of 4-methylpiperidine, followed by 14.2 g (0.075 mole) of titanium tetrachloride. The mixture was heated under reflux for three hours, cooled to room temperature and filtered. The filtrate was stirred with 500 ml of 2N sodium hydroxide solution for 15 minutes and the la... Reactants: C#CC(C)(C)C, CCCCN, CCN(CC=CCl)Cc1cccc(O)c1, [Cu]I, C1CCOC1. The product is CCN(CC=CC#CC(C)(C)C)Cc1cccc(O)c1. Reaction SMILES: [C:21]([CH3:22])([CH3:23])([CH3:24])[C:25]#[CH:26].[CH2:16]([NH2:17])[CH2:18][CH2:19][CH3:20].[Cl:1][CH:2]=[CH:3][CH2:4][N:5]([CH2:6][CH3:7])[CH2:8][c:9]1[cH:10][c:11]([OH:15])[cH:12][cH:13][cH:14]1.[Cu:27][I:28].[O:29]1[CH2:30][CH2:31][CH2:32][CH2:33]1>>[CH:2](=[CH:3][CH2:4][N:5]([CH2:6][CH3:7])[CH2:8][c:9]1[cH:10][c:11]([OH:15])[cH:12][cH:13][cH:14]1)[C:26]#[C:25][C:21]([CH3:22])([CH3:23])[CH3:24]. Starting materials: P(Br)(Br)Br (phosphorus tribromide), CC1=CC=C(SC2=CC=C(CO)C=C2)C=C1 (4-(4-methylthiophenoxy)benzyl alcohol), ice water. The solvent is CCOCC (ether), CCOCC (ether). Conditions: time 12 hour. Product: CC1=CC=C(SC2=CC=C(CBr)C=C2)C=C1 (4-(4-methylthiophenoxy)benzyl bromide). Isolated yield 183.9%. As a reaction SMILES: P(Br)(Br)[Br:2].[CH3:5][C:6]1[CH:20]=[CH:19][C:9]([S:10][C:11]2[CH:18]=[CH:17][C:14]([CH2:15]O)=[CH:13][CH:12]=2)=[CH:8][CH:7]=1>CCOCC>[CH3:5][C:6]1[CH:20]=[CH:19][C:9]([S:10][C:11]2[CH:18]=[CH:17][C:14]([CH2:15][Br:2])=[CH:13][CH:12]=2)=[CH:8][CH:7]=1. Procedure: To a stirred mixture of phosphorus tribromide (1.20 g, 4.43 mM) and dry ether (100 ml) was added a solution (20 ml) of 4-(4-methylthiophenoxy)benzyl alcohol (3.00 g, 12.1 mM) in dry ether at the room temperature, and the mixture was stirred for 12 h at the same temperature. The mixture was poured into ice water, and the mixture was extracted with ether. The extract was washed with saturated sodium hydrogen carbonate solution and brine, dried with magnesium sulfate, and concentrated in vacuo to g... As a reaction SMILES: [CH3:1][N:2]([CH3:18])[C:3](=O)[C:4]1[CH:9]=[CH:8][CH:7]=[CH:6][C:5]=1[S:10][C:11]1[CH:16]=[CH:15][CH:14]=[CH:13][CH:12]=1.CNC(=O)C1C=CC=CC=1SC1C=CC=CC=1>>[CH3:18][N:2]([CH2:3][C:4]1[CH:9]=[CH:8][CH:7]=[CH:6][C:5]=1[S:10][C:11]1[CH:16]=[CH:15][CH:14]=[CH:13][CH:12]=1)[CH3:1]. Product: CN(C)CC1=C(C=CC=C1)SC1=CC=CC=C1 (N,N-dimethyl-2-(phenylthio)benzylamine). Starting materials: CN(C(C1=C(C=CC=C1)SC1=CC=CC=C1)=O)C (N,N-dimethyl-2-(phenylthio)benzamide), CNC(C1=C(C=CC=C1)SC1=CC=CC=C1)=O (N-methyl-2-(phenylthio)benzamide). Procedure: By following essentially the same procedure described in Example 2 but substituting N,N-dimethyl-2-(phenylthio)benzamide for the N-methyl-2-(phenylthio)benzamide, there is obtained N,N-dimethyl-2-(phenylthio)benzylamine. Reactants: 27, C1(=CC=CC=C1)CN1CCC(CC1)=NC=1C=NC=CC1 (N-[1-(phenylmethyl)-4-piperidinylidene]-3-pyridinamine), [BH4-].[Na+] (sodium borohydride). The solvent is C(C)O (ethanol). Reaction conditions: temperature 50 celsius. Yields the product 14, C1(=CC=CC=C1)CN1CCC(CC1)NC=1C=NC=CC1 (N-[1-(phenylmethyl)-4-piperidinyl]-3-pyridinamine). RXN SMILES: [C:1]1([CH2:7][N:8]2[CH2:13][CH2:12][C:11](=[N:14][C:15]3[CH:16]=[N:17][CH:18]=[CH:19][CH:20]=3)[CH2:10][CH2:9]2)[CH:6]=[CH:5][CH:4]=[CH:3][CH:2]=1.[BH4-].[Na+]>C(O)C>[C:1]1([CH2:7][N:8]2[CH2:9][CH2:10][CH:11]([NH:14][C:15]3[CH:16]=[N:17][CH:18]=[CH:19][CH:20]=3)[CH2:12][CH2:13]2)[CH:6]=[CH:5][CH:4]=[CH:3][CH:2]=1 |f:1.2|. Procedure: To a stirred solution of 27 parts of N-[1-(phenylmethyl)-4-piperidinylidene]-3-pyridinamine in 40 parts of ethanol are added portionwise 3.8 parts of sodium borohydride. After the addition is complete, the whole is heated to 50° C. The solvent is evaporated. The oily residue is dissolved in 150 parts of hydrochloric acid 1N and filtered. The filtrate is rendered alkaline with ammonium hydroxide and extracted with methylbenzene. The organic layer is dried over magnesium sulfate, filtered and evap... The reactants are BrC=1NC2=CC(=CC=C2C1C1CCCCC1)C(=O)OC (methyl 2-bromo-3-cyclohexyl-1H-indole-6-carboxylate), [Li+].[OH-] (LiOH), Cl (HCl). The solvent is O (H2O), CO.C1CCOC1.O (MeOH THF H2O). Run at time 1 hour. Product: BrC=1NC2=CC(=CC=C2C1C1CCCCC1)C(=O)O (2-bromo-3-cyclohexyl-1H-indole-6-carboxylic acid). Reaction SMILES: [Br:1][C:2]1[NH:3][C:4]2[C:9]([C:10]=1[CH:11]1[CH2:16][CH2:15][CH2:14][CH2:13][CH2:12]1)=[CH:8][CH:7]=[C:6]([C:17]([O:19]C)=[O:18])[CH:5]=2.[Li+].[OH-].Cl>CO.C1COCC1.O.O>[Br:1][C:2]1[NH:3][C:4]2[C:9]([C:10]=1[CH:11]1[CH2:16][CH2:15][CH2:14][CH2:13][CH2:12]1)=[CH:8][CH:7]=[C:6]([C:17]([OH:19])=[O:18])[CH:5]=2 |f:1.2,4.5.6|. Reported procedure: A solution of methyl 2-bromo-3-cyclohexyl-1H-indole-6-carboxylate (20 g, 60 mmol) and LiOH (3.8 g, 160 mmol) in MeOH/THF/H2O (1:1:1, 300 mL) was heated at 90° C. for 2 h. The reaction mixture was cooled in an ice/H2O bath, neutralized with 1M HCl (˜160 mL) diluted with H2O (250 mL) and stirred for 1 h at rt. The precipitates were collected by filtration rinse with H2O and dried to yield 2-bromo-3-cyclohexyl-1H-indole-6-carboxylic acid (quant.) which was used without further purification. Procedure: 5 g of 2-aminothiazole are dissolved in 50 ml of ethanol and 8.5 g of acetylene dicarboxylic acid diethyl ester are added to the resulting solution. The mixture increases in temperature and a solid substance begins to precipitate. After standing overnight, it is filtered off, washed with a little ethanol and dried. 7H-thiazolo-[3,2-a]-pyrimidin-7-one-5-carboxylic acid ethyl ester melting at 173° to 175° C. is thus obtained in a yield of 8.2 g (85.4% of the theoretical). Product: C(C)OC(=O)C1=CC(N=C2N1C=CS2)=O (7H-thiazolo-[3,2-a]-pyrimidin-7-one-5-carboxylic acid ethyl ester). Reaction conditions: time 8 hour. As a reaction SMILES: [NH2:1][C:2]1[S:3][CH:4]=[CH:5][N:6]=1.[CH2:7]([O:9][C:10]([C:12]#[C:13][C:14](OCC)=[O:15])=[O:11])[CH3:8]>C(O)C>[CH2:7]([O:9][C:10]([C:12]1[N:6]2[CH:5]=[CH:4][S:3][C:2]2=[N:1][C:14](=[O:15])[CH:13]=1)=[O:11])[CH3:8]. The solvent is C(C)O (ethanol). Reactants: NC=1SC=CN1 (2-aminothiazole), C(C)OC(=O)C#CC(=O)OCC (acetylene dicarboxylic acid diethyl ester). Reactants: ClCn1nnc2ccccc21, Cc1ccc(S(=O)(=O)N2CCCC2C(=O)Nc2ccccc2)cc1F, [H-], [Na+], CN(C)C=O. Product: Cc1ccc(S(=O)(=O)N2CCCC2C(=O)N(Cn2nnc3ccccc32)c2ccccc2)cc1F. RXN SMILES: [Cl:28][CH2:29][n:30]1[n:31][n:32][c:33]2[c:34]1[cH:35][cH:36][cH:37][cH:38]2.[F:3][c:4]1[cH:5][c:6]([S:11](=[O:12])(=[O:13])[N:14]2[CH:15]([C:19](=[O:20])[NH:21][c:22]3[cH:23][cH:24][cH:25][cH:26][cH:27]3)[CH2:16][CH2:17][CH2:18]2)[cH:7][cH:8][c:9]1[CH3:10].[H-:2].[Na+:1].[O:39]=[CH:40][N:41]([CH3:42])[CH3:43]>>[F:3][c:4]1[cH:5][c:6]([S:11](=[O:12])(=[O:13])[N:14]2[CH:15]([C:19](=[O:20])[N:21]([c:22]3[cH:23][cH:24][cH:25][cH:26][cH:27]3)[CH2:29][n:30]3[n:31][n:32][c:33]4[c:34]3[cH:35][cH:36][cH:37][cH:38]4)[CH2:16][CH2:17][CH2:18]2)[cH:7][cH:8][c:9]1[CH3:10].